Dataset: the Open Reaction Database (ORD), a public repository of structured organic reaction records. Task: describe an organic reaction: reactants, conditions, products, and yield The product is ClC=1C=C(C=CC1)C=1C2=C(C(N(N1)C(C)C)=O)N=CC=C2 (5-(3-chlorophenyl)-7-(2-propyl) pyrido[2,3-d]-pyridazin-8-one). The reactants are ClC=1C=C(C=CC1)C1=NNC(C2=C1N=CC=C2)=O (8-(3-chlorophenyl) pyrido[2,3-d]pyridazin-5-one), ClC=1C=C(C=CC1)C=1C2=C(C(NN1)=O)N=CC=C2 (5-(3- chlorophenyl) pyrido[2,3-d]pyridazin-8-one). Procedure details: Following the procedures of Example 18A and substituting for 8-(3-chlorophenyl) pyrido[2,3-d]pyridazin-5-one with 5-(3- chlorophenyl) pyrido[2,3-d]pyridazin-8-one there is obtained 5-(3-chlorophenyl)-7-(2-propyl) pyrido[2,3-d]-pyridazin-8-one. As a reaction SMILES: Cl[C:2]1[CH:3]=C(C2C3N=CC=CC=3C(=O)NN=2)C=C[CH:7]=1.[Cl:19][C:20]1[CH:21]=[C:22]([C:26]2[C:27]3[CH:36]=[CH:35][CH:34]=[N:33][C:28]=3[C:29](=[O:32])[NH:30][N:31]=2)[CH:23]=[CH:24][CH:25]=1>>[Cl:19][C:20]1[CH:21]=[C:22]([C:26]2[C:27]3[CH:36]=[CH:35][CH:34]=[N:33][C:28]=3[C:29](=[O:32])[N:30]([CH:2]([CH3:3])[CH3:7])[N:31]=2)[CH:23]=[CH:24][CH:25]=1. Starting materials: CC=1NC(=C(C(C1C(=O)OCC)C1=C(C=CC=C1)C(=O)OC)C(=O)OCC)C=O (diethyl 2-methyl-4-(2-methoxycarbonylphenyl)-6-formyl-1,4-dihydropyridine-3,5-dicarboxylate), Cl.NO (hydroxylamine hydrochloride), C(C)(=O)[O-].[Na+] (sodium acetate). Solvent: C(C)(=O)O (acetic acid). Product: CC=1NC(=C(C(C1C(=O)OCC)C1=C(C=CC=C1)C(=O)OC)C(=O)OCC)C=NO (diethyl 2-methyl-4-(2-methoxycarbonylphenyl)-6-hydroxyiminomethyl-1,4-dihydropyridine-3,5-dicarboxylate). As a reaction SMILES: [CH3:1][C:2]1[NH:3][C:4]([CH:28]=O)=[C:5]([C:23]([O:25][CH2:26][CH3:27])=[O:24])[CH:6]([C:13]2[CH:18]=[CH:17][CH:16]=[CH:15][C:14]=2[C:19]([O:21][CH3:22])=[O:20])[C:7]=1[C:8]([O:10][CH2:11][CH3:12])=[O:9].Cl.[NH2:31][OH:32].C([O-])(=O)C.[Na+]>C(O)(=O)C>[CH3:1][C:2]1[NH:3][C:4]([CH:28]=[N:31][OH:32])=[C:5]([C:23]([O:25][CH2:26][CH3:27])=[O:24])[CH:6]([C:13]2[CH:18]=[CH:17][CH:16]=[CH:15][C:14]=2[C:19]([O:21][CH3:22])=[O:20])[C:7]=1[C:8]([O:10][CH2:11][CH3:12])=[O:9] |f:1.2,3.4|. Reported procedure: A mixture of diethyl 2-methyl-4-(2-methoxycarbonylphenyl)-6-formyl-1,4-dihydropyridine-3,5-dicarboxylate (2.6 g), hydroxylamine hydrochloride (495 mg) and sodium acetate (691 mg) in acetic acid (20 ml) was stirred at room temperature for an hour to form diethyl 2-methyl-4-(2-methoxycarbonylphenyl)-6-hydroxyiminomethyl-1,4-dihydropyridine-3,5-dicarboxylate. To the reaction mixture was added acetic anhydride (2.18 ml) and the mixture was heated at 110° C. for 3.5 hours with stirring. Acetic acid w... The reactants are ClC1=NC(=NC(=N1)N1CCOCC1)N1CCOCC1 (4,4′-(6-chloro-1,3,5-triazine-2,4-diyl)dimorpholine), NC=1C=C(C=CC1)B1OC(C)(C)C(C)(C)O1 (3-aminophenylboronic acid pinacol ester). Run in CCCCCC.C(C)(=O)OCC (hexane ethyl acetate). The product is O1CCN(CC1)C1=NC(=NC(=N1)N1CCOCC1)C=1C=C(N)C=CC1 (3-(4,6-dimorpholino-1,3,5-triazin-2-yl)aniline). As a reaction SMILES: Cl[C:2]1[N:7]=[C:6]([N:8]2[CH2:13][CH2:12][O:11][CH2:10][CH2:9]2)[N:5]=[C:4]([N:14]2[CH2:19][CH2:18][O:17][CH2:16][CH2:15]2)[N:3]=1.[NH2:20][C:21]1[CH:22]=[C:23](B2OC(C)(C)C(C)(C)O2)[CH:24]=[CH:25][CH:26]=1>CCCCCC.C(OCC)(=O)C>[O:17]1[CH2:18][CH2:19][N:14]([C:4]2[N:5]=[C:6]([N:8]3[CH2:13][CH2:12][O:11][CH2:10][CH2:9]3)[N:7]=[C:2]([C:25]3[CH:26]=[C:21]([CH:22]=[CH:23][CH:24]=3)[NH2:20])[N:3]=2)[CH2:15][CH2:16]1 |f:2.3|. Reported procedure: Following the general procedure A, 4,4′-(6-chloro-1,3,5-triazine-2,4-diyl)dimorpholine was coupled with 3-aminophenylboronic acid pinacol ester with reaction time of 15 h. Column chromatography (hexane/ethyl acetate 1:1) gave the title compound as an colorless solid. The reactants are NC1=NC=CC(=C1)OC1=CC=C(C2=CC=CC=C12)NC(=O)NC1=CC(=NN1C1=CC=C(C=C1)C)C(C)(C)C (1-(4-(2-aminopyridin-4-yloxy)naphthalen-1-yl)-3-(3-tert-butyl-1-p-tolyl-1H-pyrazol-5-yl)urea), CCN(C(C)C)C(C)C (DIPEA), C(C)(=O)Cl (acetyl chloride). Run in C1CCOC1 (THF). Run at temperature 0 celsius. Product: C(C)(C)(C)C1=NN(C(=C1)NC(NC1=CC=C(C2=CC=CC=C12)OC1=CC(=NC=C1)NC(C)=O)=O)C1=CC=C(C=C1)C (N-(4-((4-(3-(3-(tert-Butyl)-1-(p-tolyl)-1H-pyrazol-5-yl)ureido)naphthalen-1-yl)oxy)pyridin-2-yl)acetamide). Reaction SMILES: [NH2:1][C:2]1[CH:7]=[C:6]([O:8][C:9]2[C:18]3[C:13](=[CH:14][CH:15]=[CH:16][CH:17]=3)[C:12]([NH:19][C:20]([NH:22][C:23]3[N:27]([C:28]4[CH:33]=[CH:32][C:31]([CH3:34])=[CH:30][CH:29]=4)[N:26]=[C:25]([C:35]([CH3:38])([CH3:37])[CH3:36])[CH:24]=3)=[O:21])=[CH:11][CH:10]=2)[CH:5]=[CH:4][N:3]=1.CCN(C(C)C)C(C)C.[C:48](Cl)(=[O:50])[CH3:49]>C1COCC1>[C:35]([C:25]1[CH:24]=[C:23]([NH:22][C:20](=[O:21])[NH:19][C:12]2[C:13]3[C:18](=[CH:17][CH:16]=[CH:15][CH:14]=3)[C:9]([O:8][C:6]3[CH:5]=[CH:4][N:3]=[C:2]([NH:1][C:48](=[O:50])[CH3:49])[CH:7]=3)=[CH:10][CH:11]=2)[N:27]([C:28]2[CH:29]=[CH:30][C:31]([CH3:34])=[CH:32][CH:33]=2)[N:26]=1)([CH3:38])([CH3:37])[CH3:36]. Procedure details: To a mixture of 1-(4-(2-aminopyridin-4-yloxy)naphthalen-1-yl)-3-(3-tert-butyl-1-p-tolyl-1H-pyrazol-5-yl)urea (40 mg, 0.08 mmol) and DIPEA (69 μL, 0.40 mmol) in THF (5.0 mL) at 0° C. under N2 was added acetyl chloride (22 μL, 0.08 mmol) and the mixture maintained at 0° C. for 30 min and then warmed to RT for 16 hr. The reaction was quenched by the addition of a solution of NH3 in MeOH (1% w/v, 2.0 mL) and after 45 min at RT the volatiles were evaporated in vacuo. The residue was subjected to puri...